From a dataset of the Open Reaction Database (ORD), a public repository of structured organic reaction records. describe an organic reaction: reactants, conditions, products, and yield Starting materials: COC(=O)Cc1ccc(Br)cc1, C[Sn](C)(C)c1ccccn1, Cc1ccccc1, CCN(C(C)C)C(C)C. The product is COC(=O)Cc1ccc(-c2ccccn2)cc1. As a reaction SMILES: [Br:1][c:2]1[cH:3][cH:4][c:5]([CH2:8][C:9](=[O:10])[O:11][CH3:12])[cH:6][cH:7]1.[CH3:22][Sn:23]([c:24]1[n:25][cH:26][cH:27][cH:28][cH:29]1)([CH3:30])[CH3:31].[CH3:32][c:33]1[cH:34][cH:35][cH:36][cH:37][cH:38]1.[CH:13]([N:14]([CH:15]([CH3:16])[CH3:17])[CH2:18][CH3:19])([CH3:20])[CH3:21]>>[c:2]1(-[c:24]2[n:25][cH:26][cH:27][cH:28][cH:29]2)[cH:3][cH:4][c:5]([CH2:8][C:9](=[O:10])[O:11][CH3:12])[cH:6][cH:7]1. Starting materials: O=C([O-])[O-], CCOC(CBr)OCC, CN(C)C=O, Oc1cc(Cl)c(OCc2ccccc2Cl)c(Cl)c1, [K+], [K+], O. The product is CCOC(COc1cc(Cl)c(OCc2ccccc2Cl)c(Cl)c1)OCC. RXN SMILES: [C:28](=[O:29])([O-:30])[O-:31].[CH2:19]([CH3:20])[O:21][CH:22]([CH2:23][Br:24])[O:25][CH2:26][CH3:27].[CH3:34][N:35]([CH3:36])[CH:37]=[O:38].[Cl:1][c:2]1[c:3]([CH2:4][O:5][c:6]2[c:7]([Cl:14])[cH:8][c:9]([OH:13])[cH:10][c:11]2[Cl:12])[cH:15][cH:16][cH:17][cH:18]1.[K+:32].[K+:33].[OH2:39]>>[Cl:1][c:2]1[c:3]([CH2:4][O:5][c:6]2[c:7]([Cl:14])[cH:8][c:9]([O:13][CH2:23][CH:22]([O:21][CH2:19][CH3:20])[O:25][CH2:26][CH3:27])[cH:10][c:11]2[Cl:12])[cH:15][cH:16][cH:17][cH:18]1.